From a dataset of the Open Reaction Database (ORD), a public repository of structured organic reaction records. describe an organic reaction: reactants, conditions, products, and yield Starting materials: CCc1c(C#N)c(-c2ccc(OCc3ccccc3F)cc2)c(C(=O)O)n1C, ClCCl, CS(N)(=O)=O, CCN=C=NCCCN(C)C, CN(C)c1ccncc1, Cl, Cl. Product: C=C(NS(C)(=O)=O)c1c(-c2ccc(OCc3ccccc3F)cc2)c(C#N)c(CC)n1C. RXN SMILES: [C:1](#[N:2])[c:3]1[c:4](-[c:14]2[cH:15][cH:16][c:17]([O:20][CH2:21][c:22]3[c:23]([F:28])[cH:24][cH:25][cH:26][cH:27]3)[cH:18][cH:19]2)[c:5]([C:11]([OH:12])=[O:13])[n:6]([CH3:10])[c:7]1[CH2:8][CH3:9].[CH2:56]([Cl:57])[Cl:58].[CH3:29][S:30](=[O:31])(=[O:32])[NH2:33].[CH3:35][N:36]([CH3:37])[CH2:38][CH2:39][CH2:40][N:41]=[C:42]=[N:43][CH2:44][CH3:45].[CH3:47][N:48]([CH3:49])[c:50]1[cH:51][cH:52][n:53][cH:54][cH:55]1.[ClH:34].[ClH:46]>>[C:1](#[N:2])[c:3]1[c:4](-[c:14]2[cH:15][cH:16][c:17]([O:20][CH2:21][c:22]3[c:23]([F:28])[cH:24][cH:25][cH:26][cH:27]3)[cH:18][cH:19]2)[c:5]([C:11]([NH:33][S:30]([CH3:29])(=[O:31])=[O:32])=[CH2:35])[n:6]([CH3:10])[c:7]1[CH2:8][CH3:9]. Starting materials: C1(=CC=CC=C1)C(C1=CC=CC=C1)Br (diphenylmethyl bromide), C(CC(O)(C(=O)O)CC(=O)O)(=O)O (citric acid), C1(CC1)CN1CC2CNCC(C1)C2(C)C (3-cyclopropylmethyl-9,9-dimethyl-3,7-diazabicyclo[3,3,1]nonane), [NH2-].[Li+] (lithium amide). Solvent: O1CCCC1 (tetrahydrofuran), O1CCCC1 (tetrahydrofuran). Reaction conditions: temperature 60 celsius, time 1 hour. The product is C1(=CC=CC=C1)C(N1CC2CN(CC(C1)C2(C)C)CC2CC2)C2=CC=CC=C2 (7-diphenylmethyl-3-cyclopropylmethyl-9,9-dimethyl-3,7-diazabicyclo[3,3,1]nonane). Yield: 83.4%. As a reaction SMILES: [CH:1]1([CH2:4][N:5]2[CH2:12][CH:11]3[C:13]([CH3:15])([CH3:14])[CH:7]([CH2:8][NH:9][CH2:10]3)[CH2:6]2)[CH2:3][CH2:2]1.[NH2-].[Li+].[C:18]1([CH:24](Br)[C:25]2[CH:30]=[CH:29][CH:28]=[CH:27][CH:26]=2)[CH:23]=[CH:22][CH:21]=[CH:20][CH:19]=1.C(O)(=O)CC(CC(O)=O)(C(O)=O)O>O1CCCC1>[C:18]1([CH:24]([C:25]2[CH:26]=[CH:27][CH:28]=[CH:29][CH:30]=2)[N:9]2[CH2:8][CH:7]3[C:13]([CH3:15])([CH3:14])[CH:11]([CH2:12][N:5]([CH2:4][CH:1]4[CH2:2][CH2:3]4)[CH2:6]3)[CH2:10]2)[CH:23]=[CH:22][CH:21]=[CH:20][CH:19]=1 |f:1.2|. Reported procedure: 1 g 3-cyclopropylmethyl-9,9-dimethyl-3,7-diazabicyclo[3,3,1]nonane was dissolved in 25 ml absolute tetrahydrofuran, and 0.2 g lithium amide was added to the solution and stirred for 1 hour at 60° C. and then left to cool. After cooling, a solution of 3 g diphenylmethyl bromide in 25 ml absolute tetrahydrofuran was added slowly in drops, and the reaction mixture was stirred further for 90 min at a temperature of 40° C. Then the reaction mixture was acidified with aqueous citric acid solution and ... Starting materials: [OH-].[K+] (potassium hydroxide), OC1=C(C=C(C2=CC=CC=C12)OCC(=O)OCC)C(=O)NCCCOCCCCCCCCCCCC (1-hydroxy-4-ethoxycarbonylmethyloxy-N-(3-n-dodecyloxypropyl)2-naphthamide), Cl (hydrochloric acid). The solvent is CO (methanol), CO (methanol). Product: OC1=C(C=C(C2=CC=CC=C12)OCC(=O)O)C(=O)NCCCOCCCCCCCCCCCC (1-hydroxy-4-carboxymethyloxy-N-(3-n-dodecyloxypropyl)2-naphthamide). Yield: 94.3%. RXN SMILES: [OH:1][C:2]1[C:11]2[C:6](=[CH:7][CH:8]=[CH:9][CH:10]=2)[C:5]([O:12][CH2:13][C:14]([O:16]CC)=[O:15])=[CH:4][C:3]=1[C:19]([NH:21][CH2:22][CH2:23][CH2:24][O:25][CH2:26][CH2:27][CH2:28][CH2:29][CH2:30][CH2:31][CH2:32][CH2:33][CH2:34][CH2:35][CH2:36][CH3:37])=[O:20].[OH-].[K+].Cl>CO>[OH:1][C:2]1[C:11]2[C:6](=[CH:7][CH:8]=[CH:9][CH:10]=2)[C:5]([O:12][CH2:13][C:14]([OH:16])=[O:15])=[CH:4][C:3]=1[C:19]([NH:21][CH2:22][CH2:23][CH2:24][O:25][CH2:26][CH2:27][CH2:28][CH2:29][CH2:30][CH2:31][CH2:32][CH2:33][CH2:34][CH2:35][CH2:36][CH3:37])=[O:20] |f:1.2|. Procedure: 205 g (0.4 mol) of 1-hydroxy-4-ethoxycarbonylmethyloxy-N-(3-n-dodecyloxypropyl)2-naphthamide was dispersed in 600 ml of methanol at the room temperature. A solution containing 105 g of potassium hydroxide in 250 ml of methanol was added slowly with stirring, followed by stirring for 1 hour. After being neutralized by adding concentrated hydrochloric acid, the precipitated crystals were filtered off and dried to obtain 184 g (94% yield) of 1-hydroxy-4-carboxymethyloxy-N-(3-n-dodecyloxypropyl)2-na... The reactants are O.[OH-].[Li+] (lithium hydroxide monohydrate), FC1=C(C(=O)OC)C=CC(=C1)C1=NC=CC=C1 (methyl 2-fluoro-4-(pyridin-2-yl)benzoate), CO (Methanol). The solvent is O (water), C1CCOC1 (THF), O (water). Conditions: temperature 60 celsius. Product: FC1=C(C(=O)O)C=CC(=C1)C1=NC=CC=C1 (2-fluoro-4-(pyridin-2-yl)benzoic acid). RXN SMILES: [F:1][C:2]1[CH:11]=[C:10]([C:12]2[CH:17]=[CH:16][CH:15]=[CH:14][N:13]=2)[CH:9]=[CH:8][C:3]=1[C:4]([O:6]C)=[O:5].O.[OH-].[Li+].CO>C1COCC1.O>[F:1][C:2]1[CH:11]=[C:10]([C:12]2[CH:17]=[CH:16][CH:15]=[CH:14][N:13]=2)[CH:9]=[CH:8][C:3]=1[C:4]([OH:6])=[O:5] |f:1.2.3|. Procedure details: A solution of methyl 2-fluoro-4-(pyridin-2-yl)benzoate (2.50 g, 11.0 mmol) in a mixture of THF (12 mL) and water was treated with lithium hydroxide monohydrate (0.9 g, 4 mmol) in water (12 mL). Methanol (8 mL) was added until a transparent solution formed. This solution was heated at 60° C. overnight, and the organic solvents were removed under vacuum. The residual aqueous solution was acidified with 2 N HCl to pH=2. Solvents were evaporated under reduced pressure to give 2-fluoro-4-(pyridin-2-y...